From a dataset of the Open Reaction Database (ORD), a public repository of structured organic reaction records. describe an organic reaction: reactants, conditions, products, and yield Reactants: BrC1=NC=C(C=C1)O (2-bromo-5-hydroxypyridine), ClC(C(=O)[O-])(F)F.[Na+] (sodium chlorodifluoroacetate), C([O-])([O-])=O.[K+].[K+] (potassium carbonate). The solvent is CN(C)C=O (DMF). Run at temperature 80 celsius, time 20 hour. Product: BrC1=NC=C(C=C1)OC(F)F (2-bromo-5-(difluoromethoxy)pyridine). The yield is 58.0%. RXN SMILES: [Br:1][C:2]1[CH:7]=[CH:6][C:5]([OH:8])=[CH:4][N:3]=1.Cl[C:10]([F:15])([F:14])C([O-])=O.[Na+].C(=O)([O-])[O-].[K+].[K+]>CN(C=O)C>[Br:1][C:2]1[CH:7]=[CH:6][C:5]([O:8][CH:10]([F:15])[F:14])=[CH:4][N:3]=1 |f:1.2,3.4.5|. Procedure details: A mixture of 2-bromo-5-hydroxypyridine (1.2 g, 6.9 mmol), sodium chlorodifluoroacetate (2.1 g, 13.8 mmol), and potassium carbonate (1.24 g, 8.97 mmol) in anhydrous DMF (10 ml) was stirred at 80° C. for 20 h. After cooling to room temperature, the reaction mixture was partitioned between EtOAc and water. The aqueous layer was back extracted with EtOAc and the combined organics was dried (Na2SO4) and concentrated. The crude material was purified by chromatography through a Redi-Sep pre-packed sili... Reactants: CC#N, CCN(C(C)C)C(C)C, NCc1cccc(Cl)c1, O=[N+]([O-])c1ccc(F)cc1F. The product is O=[N+]([O-])c1ccc(F)cc1NCc1cccc(Cl)c1. RXN SMILES: [CH3:30][C:31]#[N:32].[CH:21]([N:22]([CH2:23][CH3:24])[CH:25]([CH3:26])[CH3:27])([CH3:28])[CH3:29].[Cl:12][c:13]1[cH:14][c:15]([CH2:16][NH2:17])[cH:18][cH:19][cH:20]1.[F:1][c:2]1[c:3]([N+:9](=[O:10])[O-:11])[cH:4][cH:5][c:6]([F:8])[cH:7]1>>[c:2]1([NH:17][CH2:16][c:15]2[cH:14][c:13]([Cl:12])[cH:20][cH:19][cH:18]2)[c:3]([N+:9](=[O:10])[O-:11])[cH:4][cH:5][c:6]([F:8])[cH:7]1. Reactants: C(C1=CN=CC=C1)(=O)NC1=C(C=CC=C1)F (N-nicotinoyl-2-fluoroaniline), [H][H] (hydrogen). The reagents and catalysts are [Pd] (palladium-on-carbon). Solvent: C(C)O (ethanol). Yields the product C(C1=CNCCC1)(=O)NC1=C(C=CC=C1)F (N-(1,4,5,6-tetrahydronicotinoyl)-2-fluoroaniline). Isolated yield 70.0%. RXN SMILES: [C:1]([NH:9][C:10]1[CH:15]=[CH:14][CH:13]=[CH:12][C:11]=1[F:16])(=[O:8])[C:2]1[CH:7]=[CH:6][CH:5]=[N:4][CH:3]=1.[H][H]>C(O)C.[Pd]>[C:1]([NH:9][C:10]1[CH:15]=[CH:14][CH:13]=[CH:12][C:11]=1[F:16])(=[O:8])[C:2]1[CH2:7][CH2:6][CH2:5][NH:4][CH:3]=1. Procedure details: Fifty grams of N-nicotinoyl-2-fluoroaniline was dissolved in 700 ml of 10% hydrous ethanol. To the solution, 5 g of 10% palladium-on-carbon was added and the mixture was reduced with hydrogen at room temperature and at atmospheric pressure. When a stoichiometric amount of hydrogen was absorbed, the reaction was stopped and the catalyst was removed. the liquid reaction mixture was concentrated and the resulting crystal was recrystallized from hydrous methanol to give N-(1,4,5,6-tetrahydronicotino... Starting materials: COC(=O)c1scc(Br)c1O, CI, CS(C)=O, [K+], [K+], O=C([O-])[O-], O. The product is COC(=O)c1scc(Br)c1OC. RXN SMILES: [Br:1][c:2]1[c:3]([OH:11])[c:4]([C:7](=[O:8])[O:9][CH3:10])[s:5][cH:6]1.[CH3:12][I:13].[CH3:21][S:22](=[O:23])[CH3:24].[K+:14].[K+:15].[O-:16][C:17]([O-:18])=[O:19].[OH2:20]>>[Br:1][c:2]1[c:3]([O:11][CH3:17])[c:4]([C:7](=[O:8])[O:9][CH3:10])[s:5][cH:6]1. Starting materials: C=O, CCC1CNCCN1Cc1cccc(-c2ccnc(NCCc3cc(F)cc(F)c3)n2)c1. Yields the product CCC1CN(C)CCN1Cc1cccc(-c2ccnc(NCCc3cc(F)cc(F)c3)n2)c1. RXN SMILES: [CH2:33]=[O:34].[F:1][c:2]1[cH:3][c:4]([CH2:9][CH2:10][NH:11][c:12]2[n:13][cH:14][cH:15][c:16](-[c:18]3[cH:19][c:20]([CH2:24][N:25]4[CH:26]([CH2:31][CH3:32])[CH2:27][NH:28][CH2:29][CH2:30]4)[cH:21][cH:22][cH:23]3)[n:17]2)[cH:5][c:6]([F:8])[cH:7]1>>[F:1][c:2]1[cH:3][c:4]([CH2:9][CH2:10][NH:11][c:12]2[n:13][cH:14][cH:15][c:16](-[c:18]3[cH:19][c:20]([CH2:24][N:25]4[CH:26]([CH2:31][CH3:32])[CH2:27][N:28]([CH3:33])[CH2:29][CH2:30]4)[cH:21][cH:22][cH:23]3)[n:17]2)[cH:5][c:6]([F:8])[cH:7]1. The reactants are CCCc1nc(C(C)(C)O)c(C(=O)OCC)n1Cc1ccc(-c2ccccc2C(=O)NC(C)(C)C)cc1, ClCCl, CCOC(C)=O, O=C(Cl)C(=O)Cl, [Na+], O=C([O-])O. Yields the product CCCc1nc(C(C)(C)O)c(C(=O)OCC)n1Cc1ccc(-c2ccccc2C#N)cc1. Reaction SMILES: [C:7]([CH3:9])([CH3:10])([NH:11][C:12](=[O:8])[c:14]1[c:15](-[c:20]2[cH:21][cH:22][c:23]([CH2:26][n:27]3[c:28]([CH2:41][CH2:42][CH3:43])[n:29][c:30]([C:37]([CH3:38])([CH3:39])[OH:40])[c:31]3[C:32](=[O:33])[O:34][CH2:35][CH3:36])[cH:24][cH:25]2)[cH:16][cH:17][cH:18][cH:19]1)[CH3:13].[CH2:44]([Cl:45])[Cl:46].[CH3:52][CH2:53][O:54][C:55](=[O:56])[CH3:57].[Cl:1][C:2]([C:3]([Cl:4])=[O:5])=[O:6].[Na+:47].[OH:48][C:49](=[O:50])[O-:51]>>[N:11]#[C:12][c:14]1[c:15](-[c:20]2[cH:21][cH:22][c:23]([CH2:26][n:27]3[c:28]([CH2:41][CH2:42][CH3:43])[n:29][c:30]([C:37]([CH3:38])([CH3:39])[OH:40])[c:31]3[C:32](=[O:33])[O:34][CH2:35][CH3:36])[cH:24][cH:25]2)[cH:16][cH:17][cH:18][cH:19]1.